Dataset: the Open Reaction Database (ORD), a public repository of structured organic reaction records. Task: describe an organic reaction: reactants, conditions, products, and yield The reactants are COC(C1=CC(=CC=C1)O)=O (methyl-3-hydroxybenzoate), C([O-])([O-])=O.[K+].[K+] (potassium carbonate), BrCCCCCCCCCC (1-bromodecane). Run in CC(CC)=O (butanone), CC(CC)=O (butanone). The product is C(CCCCCCCCC)OC=1C=C(C(=O)OC)C=CC1 (Methyl 3-decyloxybenzoate). As a reaction SMILES: Br[CH2:2][CH2:3][CH2:4][CH2:5][CH2:6][CH2:7][CH2:8][CH2:9][CH2:10][CH3:11].[CH3:12][O:13][C:14](=[O:22])[C:15]1[CH:20]=[CH:19][CH:18]=[C:17]([OH:21])[CH:16]=1.C(=O)([O-])[O-].[K+].[K+]>CC(=O)CC>[CH2:2]([O:21][C:17]1[CH:16]=[C:15]([CH:20]=[CH:19][CH:18]=1)[C:14]([O:13][CH3:12])=[O:22])[CH2:3][CH2:4][CH2:5][CH2:6][CH2:7][CH2:8][CH2:9][CH2:10][CH3:11] |f:2.3.4|. Reported procedure: A solution of 1-bromodecane (11.05 g, 0.050 mol) in butanone (50 ml) was added dropwise to a stirred, refluxing mixture of methyl-3-hydroxybenzoate (5.0 g, 0.033 mol) and anhydrous potassium carbonate (K2CO3) (30.0 g, 0.20 mol) in butanone (200 ml). The stirred mixture was heated under reflux for 24 h. The K2CO3 was filtered off and the solvent removed. The residue was purified by gravity column chromatography (silica gel/dichloromethane) to yield a colourless oil. The reactants are [BH4-].[Na+] (Sodium borohydride), COC(CC1N(C(C2=CC=CC=C12)=O)C)=O (2,3-dihydro-2-methyl-3-oxo-1H-isoindole-1-acetic acid methyl ester). Run in CO (MeOH). Run at time 8 hour. Product: CN1C(C2=CC=CC=C2C1CCO)=O (1,3-dihydro-2-methyl-3-(2-hydroxyethyl)-2H-isoindol-1-one). The yield is 52.5%. As a reaction SMILES: [BH4-].[Na+].C[O:4][C:5](=O)[CH2:6][CH:7]1[C:15]2[C:10](=[CH:11][CH:12]=[CH:13][CH:14]=2)[C:9](=[O:16])[N:8]1[CH3:17]>CO>[CH3:17][N:8]1[CH:7]([CH2:6][CH2:5][OH:4])[C:15]2[C:10](=[CH:11][CH:12]=[CH:13][CH:14]=2)[C:9]1=[O:16] |f:0.1|. Reported procedure: Sodium borohydride (4.1 g, 109.4 mmol) is added to a solution of 2,3-dihydro-2-methyl-3-oxo-1H-isoindole-1-acetic acid methyl ester (Synthesis, 1986:755) (4.8 g, 21.9 mmol) in 50 mL of MeOH at room temperature and stirred overnight. The reaction is quenched by addition of 100 mL of 2.0 N NaOH, and the MeOH is evaporated. The solution is extracted with CH2Cl2 (3×100 mL). The extracts are combined and dried over Na2SO4 and evaporated to give 2.2 g (52% yield) of 1,3-dihydro-2-methyl-3-(2-hydroxyet...